This data is from the Open Reaction Database (ORD), a public repository of structured organic reaction records. The task is: describe an organic reaction: reactants, conditions, products, and yield As a reaction SMILES: [C:1]([O:2][C:3](=[O:4])[N:8]1[CH2:9][CH2:10][CH:11]([CH:14]=[CH:15][CH:16]=[CH:17][C:18](=[O:19])[OH:20])[CH2:12][CH2:13]1)([CH3:5])([CH3:6])[CH3:7].[Cl:28][CH2:29][Cl:30].[F:21][C:22]([F:23])([F:24])[C:25]([OH:26])=[O:27]>>[NH:8]1[CH2:9][CH2:10][CH:11]([CH:14]=[CH:15][CH:16]=[CH:17][C:18](=[O:19])[OH:20])[CH2:12][CH2:13]1. The reactants are CC(C)(C)OC(=O)N1CCC(C=CC=CC(=O)O)CC1, ClCCl, O=C(O)C(F)(F)F. Yields the product O=C(O)C=CC=CC1CCNCC1. The product is OC=1C(=C(OCCCCC#N)C=CC1C(C1=C(C=CC=C1)O)=O)CCC (5-[3-Hydroxy-4-(2-hydroxybenzoyl)-2-propylphenoxy]pentanenitrile). Procedure: A mixture of 3.6 g of (2,4-dihydroxy-3-propylphenyl)(2-hydroxyphenyl)methanone, 1.4 ml of 5-bromopentane nitrile, 100 mg of sodium iodide, and 9.12 g of potassium carbonate in 50 ml of methyl ethyl ketone was heated to 70° C. for approximately 18 hours. The mixture was cooled and partitioned between diethyl ether and water. The organic layer was separated, dried over magnesium sulfate, and evaporated to dryness. The resulting oil was purified by high pressure liquid chromatography over silica ge... Conditions: temperature 70 celsius. Run in C(C)C(=O)C (methyl ethyl ketone). Starting materials: OC1=C(C=CC(=C1CCC)O)C(=O)C1=C(C=CC=C1)O ((2,4-dihydroxy-3-propylphenyl)(2-hydroxyphenyl)methanone), BrCCCCC#N (5-bromopentane nitrile), [I-].[Na+] (sodium iodide), C([O-])([O-])=O.[K+].[K+] (potassium carbonate). Reaction SMILES: [OH:1][C:2]1[C:7]([CH2:8][CH2:9][CH3:10])=[C:6]([OH:11])[CH:5]=[CH:4][C:3]=1[C:12]([C:14]1[CH:19]=[CH:18][CH:17]=[CH:16][C:15]=1[OH:20])=[O:13].Br[CH2:22][CH2:23][CH2:24][CH2:25][C:26]#[N:27].[I-].[Na+].C(=O)([O-])[O-].[K+].[K+]>C(C(C)=O)C>[OH:1][C:2]1[C:7]([CH2:8][CH2:9][CH3:10])=[C:6]([CH:5]=[CH:4][C:3]=1[C:12](=[O:13])[C:14]1[CH:19]=[CH:18][CH:17]=[CH:16][C:15]=1[OH:20])[O:11][CH2:22][CH2:23][CH2:24][CH2:25][C:26]#[N:27] |f:2.3,4.5.6|. Reactants: ClC1=NC(=NC(=C1)C1=CC(=C(C=C1)OC)OC)C (4-chloro-6-(3,4-dimethoxyphenyl)-2-methylpyrimidine), CC1=C(N)C(=CC(=C1)C)C (2,4,6-trimethylaniline). Run at temperature 120 celsius. The product is COC=1C=C(C=CC1OC)C1=CC(=NC(=N1)C)NC1=C(C=C(C=C1C)C)C (6-(3,4-dimethoxyphenyl)-2-methyl-4-(2,4,6-trimethylphenylamino)pyrimidine). As a reaction SMILES: Cl[C:2]1[CH:7]=[C:6]([C:8]2[CH:13]=[CH:12][C:11]([O:14][CH3:15])=[C:10]([O:16][CH3:17])[CH:9]=2)[N:5]=[C:4]([CH3:18])[N:3]=1.[CH3:19][C:20]1[CH:26]=[C:25]([CH3:27])[CH:24]=[C:23]([CH3:28])[C:21]=1[NH2:22]>>[CH3:17][O:16][C:10]1[CH:9]=[C:8]([C:6]2[N:5]=[C:4]([CH3:18])[N:3]=[C:2]([NH:22][C:21]3[C:23]([CH3:28])=[CH:24][C:25]([CH3:27])=[CH:26][C:20]=3[CH3:19])[CH:7]=2)[CH:13]=[CH:12][C:11]=1[O:14][CH3:15]. Reported procedure: The mixture of 4-chloro-6-(3,4-dimethoxyphenyl)-2-methylpyrimidine (2.0 g) and 2,4,6-trimethylaniline (5.3 ml) was stirred at 120° C. for an hour. After cooled, the mixture was triturated with ethyl acetate. The precipitates were collected, and dissolved in chloroform. The solution was washed with aqueous sodium bicarbonate solution, dried over magnesium sulfate, and evaporated to give 6-(3,4-dimethoxyphenyl)-2-methyl-4-(2,4,6-trimethylphenylamino)pyrimidine (2.39 g). The reactants are C1CCOC1, O, O=C([O-])c1cnc2cc(-c3cccs3)ccc2c1. Yields the product OCc1cnc2cc(-c3cccs3)ccc2c1. RXN SMILES: [O:20]1[CH2:21][CH2:22][CH2:23][CH2:24]1.[OH2:19].[s:1]1[c:2](-[c:6]2[cH:7][cH:8][c:9]3[cH:10][c:11]([C:16](=[O:17])[O-:18])[cH:12][n:13][c:14]3[cH:15]2)[cH:3][cH:4][cH:5]1>>[s:1]1[c:2](-[c:6]2[cH:7][cH:8][c:9]3[cH:10][c:11]([CH2:16][OH:17])[cH:12][n:13][c:14]3[cH:15]2)[cH:3][cH:4][cH:5]1. The reactants are S1C=C(C=C1)CC#N (thiophene-3-acetonitril), [OH-].[Na+] (sodium hydroxide), N(=O)OC (methyl nitrite). The solvent is CO (methanol). Reaction conditions: temperature 2.5 celsius, time 4.5 hour. The product is ON=C(C#N)C1=CSC=C1 (α-hydroxyiminothiophene-3-acetonitrile). The yield is 39.2%. As a reaction SMILES: [S:1]1[CH:5]=[CH:4][C:3]([CH2:6][C:7]#[N:8])=[CH:2]1.[OH-].[Na+].[N:11](OC)=[O:12]>CO>[OH:12][N:11]=[C:6]([C:3]1[CH:4]=[CH:5][S:1][CH:2]=1)[C:7]#[N:8] |f:1.2|. Procedure details: In general analogy to the process described under 3.1, 59 g (0.48 mol) of thiophene-3-acetonitril are placed in a sulfonation flask and are charged with 19.2 g (0.48 mol) of sodium hydroxide, dissolved in 200 ml of methanol. 0.48 mol of gaseous methyl nitrite is introduced, with stirring, into this solution at 0-5° C. over 4.5 hours. The ice bath is then removed and the brown solution is stirred overnight at room temperature. The methanol is distilled off on a rotary evaporator and the resulting... Starting materials: C1(CCCC1)OC=1C=C(CCl)C=CC1OC (3-cyclopentyloxy-4-methoxybenzyl chloride), [C-]#N.[K+] (KCN), O (water). The reagents and catalysts are [Cl-].C(C1=CC=CC=C1)[N+](CC)(CC)CC (benzyltriethylammonium chloride). Run in C(Cl)Cl (methylene chloride), C(Cl)Cl (methylene chloride). Conditions: time 48 hour. Yields the product C1(CCCC1)OC=1C=C(C=CC1OC)CC#N (3-cyclopentyloxy-4-methoxyphenylacetonitrile). Yield: 96.2%. Reaction SMILES: [CH:1]1([O:6][C:7]2[CH:8]=[C:9]([CH:12]=[CH:13][C:14]=2[O:15][CH3:16])[CH2:10]Cl)[CH2:5][CH2:4][CH2:3][CH2:2]1.[C-:17]#[N:18].[K+].O>[Cl-].C([N+](CC)(CC)CC)C1C=CC=CC=1.C(Cl)Cl>[CH:1]1([O:6][C:7]2[CH:8]=[C:9]([CH2:10][C:17]#[N:18])[CH:12]=[CH:13][C:14]=2[O:15][CH3:16])[CH2:5][CH2:4][CH2:3][CH2:2]1 |f:1.2,4.5|. Procedure: A mixture of 3-cyclopentyloxy-4-methoxybenzyl chloride (119 grams, 0.49 mol), 120 milliliters of methylene chloride, KCN (70.7 grams, 1.09 mol), benzyltriethylammonium chloride (35 grams, 0.015 mol) and water (120 milliliters) was stirred vigorously at room temperature for 48 hours. The reaction mixture was diluted with methylene chloride and the layers were separated. The methylene chloride solution was extracted several times with water and evaporated to yield 3-cyclopentyloxy-4-methoxyphenyla... As a reaction SMILES: [C:1](#[N:2])[c:3]1[c:4]([C:15]([F:16])([F:17])[F:18])[cH:5][c:6]([NH:9][C:10]([C:11](=[CH2:12])[CH3:13])=[O:14])[cH:7][cH:8]1.[C:37]([OH:38])([CH3:39])([CH3:40])[CH3:41].[CH3:19][N+:20]1([O-:21])[CH2:22][CH2:24][O:23][CH2:25][CH2:26]1.[CH3:32][C:33]([CH3:34])=[O:35].[Na+:31].[OH2:36].[OH2:42].[S:27](=[O:28])([OH:29])[O-:30]>>[C:1](#[N:2])[c:3]1[c:4]([C:15]([F:16])([F:17])[F:18])[cH:5][c:6]([NH:9][C:10]([C:11]([CH2:12][OH:36])([CH3:13])[OH:23])=[O:14])[cH:7][cH:8]1. Product: CC(O)(CO)C(=O)Nc1ccc(C#N)c(C(F)(F)F)c1. The reactants are C=C(C)C(=O)Nc1ccc(C#N)c(C(F)(F)F)c1, CC(C)(C)O, C[N+]1([O-])CCOCC1, CC(C)=O, [Na+], O, O, O=S([O-])O.